Dataset: the Open Reaction Database (ORD), a public repository of structured organic reaction records. Task: describe an organic reaction: reactants, conditions, products, and yield Reactants: NC=1SC2=C(N1)C=CC(=C2[N+](=O)[O-])OC=2C=C(C=CC2)NC(C(F)(F)F)=O (N-{3-[(2-amino-7-nitro-1,3-benzothiazol-6-yl)oxy]phenyl}-2,2,2-trifluoroacetamide), N1=CC=CC=C1 (pyridine), C(C)(=O)Cl (acetyl chloride). Run in O1CCCC1 (tetrahydrofuran), C(C)(=O)OCC (ethyl acetate). Conditions: time 8 hour. The product is C(C)(=O)NC=1SC2=C(N1)C=CC(=C2[N+](=O)[O-])OC=2C=C(C=CC2)NC(C(F)(F)F)=O (N-(3-{[2-(acetylamino)-7-nitro-1,3-benzothiazol-6-yl]oxy}phenyl)-2,2,2-trifluoroacetamide). RXN SMILES: [NH2:1][C:2]1[S:3][C:4]2[C:10]([N+:11]([O-:13])=[O:12])=[C:9]([O:14][C:15]3[CH:16]=[C:17]([NH:21][C:22](=[O:27])[C:23]([F:26])([F:25])[F:24])[CH:18]=[CH:19][CH:20]=3)[CH:8]=[CH:7][C:5]=2[N:6]=1.N1C=CC=CC=1.[C:34](Cl)(=[O:36])[CH3:35]>O1CCCC1.C(OCC)(=O)C>[C:34]([NH:1][C:2]1[S:3][C:4]2[C:10]([N+:11]([O-:13])=[O:12])=[C:9]([O:14][C:15]3[CH:16]=[C:17]([NH:21][C:22](=[O:27])[C:23]([F:26])([F:24])[F:25])[CH:18]=[CH:19][CH:20]=3)[CH:8]=[CH:7][C:5]=2[N:6]=1)(=[O:36])[CH3:35]. Reported procedure: To a solution of N-{3-[(2-amino-7-nitro-1,3-benzothiazol-6-yl)oxy]phenyl}-2,2,2-trifluoroacetamide (1.2 g, 3.0 mmol) in tetrahydrofuran (20 mL) were added pyridine (2.4 mL, 30 mmol) and acetyl chloride (340 μL, 4.8 mmol), and the mixture was stirred at room temperature for 8 hr. The reaction mixture was diluted with ethyl acetate (200 mL), washed successively with water (100 mL), 5% aqueous sodium hydrogen carbonate solution (100 mL) and saturated brine (100 mL), and dried over anhydrous sodium ... Starting materials: ClC=1C=NC(NC1)=O (5-chloropyrimidin-2-one), C(C1=CC=CC=C1)(=O)NC1=CC=C(C=C1)C(CBr)=O (4'-benzamido-2-bromoacetophenone), O (water). The solvent is C(C)N(CC)CC (triethylamine), CN(C=O)C (dimethylformamide). Run at time 45 minute. Product: C(C1=CC=CC=C1)(=O)NC1=CC=C(C(CN2C(N=CC(=C2)Cl)=O)=O)C=C1 (1-(4-Benzamidophenacyl)-5-chloropyrimidin-2-one). Yield: 49.6%. As a reaction SMILES: [Cl:1][C:2]1[CH:3]=[N:4][C:5](=[O:8])[NH:6][CH:7]=1.[C:9]([NH:17][C:18]1[CH:23]=[CH:22][C:21]([C:24](=[O:27])[CH2:25]Br)=[CH:20][CH:19]=1)(=[O:16])[C:10]1[CH:15]=[CH:14][CH:13]=[CH:12][CH:11]=1.O>C(N(CC)CC)C.CN(C)C=O>[C:9]([NH:17][C:18]1[CH:19]=[CH:20][C:21]([C:24](=[O:27])[CH2:25][N:4]2[CH:3]=[C:2]([Cl:1])[CH:7]=[N:6][C:5]2=[O:8])=[CH:22][CH:23]=1)(=[O:16])[C:10]1[CH:11]=[CH:12][CH:13]=[CH:14][CH:15]=1. Procedure: A suspension of 5-chloropyrimidin-2-one (338 mg) and 4'-benzamido-2-bromoacetophenone (766 mg) in triethylamine (1 ml) and dimethylformamide (10 ml) was stirred at ambient temperature, giving a solution, quickly followed by formation of a precipitate. After 45 mins, water (100 ml) was added to the suspension. The collected solid was crystallised from glacial acetic acid to give the title pyrimidinone (439 mg,); m.p. 290°-303°; λmaxEtOH 226 nm (ε 16230), 302.5 nm (ε 20370). Starting materials: B, O=C(CCCn1c(=O)[nH]c(=O)c2ccccc21)N1CCN(c2ccccc2[N+](=O)[O-])CC1, C1CCOC1. Product: O=c1[nH]c(=O)n(CCCCN2CCN(c3ccccc3[N+](=O)[O-])CC2)c2ccccc12. RXN SMILES: [BH3:33].[N+:1](=[O:2])([O-:3])[c:4]1[c:5]([N:10]2[CH2:11][CH2:12][N:13]([C:16]([CH2:17][CH2:18][CH2:19][n:20]3[c:21](=[O:31])[nH:22][c:23](=[O:30])[c:24]4[cH:25][cH:26][cH:27][cH:28][c:29]34)=[O:32])[CH2:14][CH2:15]2)[cH:6][cH:7][cH:8][cH:9]1.[O:34]1[CH2:35][CH2:36][CH2:37][CH2:38]1>>[N+:1](=[O:2])([O-:3])[c:4]1[c:5]([N:10]2[CH2:11][CH2:12][N:13]([CH2:16][CH2:17][CH2:18][CH2:19][n:20]3[c:21](=[O:31])[nH:22][c:23](=[O:30])[c:24]4[cH:25][cH:26][cH:27][cH:28][c:29]34)[CH2:14][CH2:15]2)[cH:6][cH:7][cH:8][cH:9]1. Starting materials: [N+](=O)([O-])C1=CC=C(C=C1)C1=CC=C(C=C1)S(=O)(=O)N1CC2=C(CC1C(=O)O)N(C=N2)C (5-(4′-nitrobiphenyl-4-sulfonyl)-1-methyl-4,5,6,7-tetrahydro-1H-imidazo[4,5-c]pyridine-6-carboxylic acid). Reagents/catalysts: [Pd] (Pd on activated carbon). The solvent is CN(C=O)C (dimethylformamide). Conditions: time 2 hour. The product is NC1=CC=C(C=C1)C1=CC=C(C=C1)S(=O)(=O)N1CC2=C(CC1C(=O)O)N(C=N2)C (5-(4′-Aminobiphenyl-4-sulfonyl)-1-methyl-4,5,6,7-tetrahydro-1H-imidazo[4,5-c]pyridine-6-carboxylic Acid). As a reaction SMILES: [N+:1]([C:4]1[CH:9]=[CH:8][C:7]([C:10]2[CH:15]=[CH:14][C:13]([S:16]([N:19]3[CH:24]([C:25]([OH:27])=[O:26])[CH2:23][C:22]4[N:28]([CH3:31])[CH:29]=[N:30][C:21]=4[CH2:20]3)(=[O:18])=[O:17])=[CH:12][CH:11]=2)=[CH:6][CH:5]=1)([O-])=O>CN(C)C=O.[Pd]>[NH2:1][C:4]1[CH:9]=[CH:8][C:7]([C:10]2[CH:11]=[CH:12][C:13]([S:16]([N:19]3[CH:24]([C:25]([OH:27])=[O:26])[CH2:23][C:22]4[N:28]([CH3:31])[CH:29]=[N:30][C:21]=4[CH2:20]3)(=[O:18])=[O:17])=[CH:14][CH:15]=2)=[CH:6][CH:5]=1. Procedure details: 1 g (2.3 mmol) of 5-(4′-nitrobiphenyl-4-sulfonyl)-1-methyl-4,5,6,7-tetrahydro-1H-imidazo[4,5-c]pyridine-6-carboxylic acid was dissolved in 15 ml of dimethylformamide (DMF) and, after addition of 0.1 g of hydrogenation catalyst (10% Pd on activated carbon), quantitatively hydrogenated within 2 h. After removal of the solvent, the crude product was purified by chromatography. Starting materials: O=c1[nH]cnc2ncn(Cc3ccccc3)c12, CN(C)C=O, CCOC(C)=O, O=C1CCC(=O)N1Cl. Product: O=c1[nH]cnc2nc(Cl)n(Cc3ccccc3)c12. RXN SMILES: [CH2:1]([c:2]1[cH:3][cH:4][cH:5][cH:6][cH:7]1)[n:8]1[cH:9][n:10][c:11]2[n:12][cH:13][nH:14][c:15](=[O:17])[c:16]12.[CH3:26][N:27]([CH3:28])[CH:29]=[O:30].[CH3:31][CH2:32][O:33][C:34](=[O:35])[CH3:36].[Cl:18][N:19]1[C:20](=[O:21])[CH2:22][CH2:23][C:24]1=[O:25]>>[CH2:1]([c:2]1[cH:3][cH:4][cH:5][cH:6][cH:7]1)[n:8]1[c:9]([Cl:18])[n:10][c:11]2[n:12][cH:13][nH:14][c:15](=[O:17])[c:16]12. The product is CC1(S(N=C(OC1(C)C)OC1=CC=C(C=C1)[N+](=O)[O-])(=O)=O)C (5,5,6,6-Tetramethyl-2-(4-nitrophenoxy)-5,6-dihydro-1,4,3-oxathiazine 4,4-dioxide). As a reaction SMILES: Cl[S:2]([N:5]=[C:6]=[O:7])(=[O:4])=[O:3].[N+:8]([C:11]1[CH:16]=[CH:15][C:14]([OH:17])=[CH:13][CH:12]=1)([O-:10])=[O:9].[H-].[Na+].[CH3:20][C:21](=[C:23]([CH3:25])[CH3:24])[CH3:22]>ClCCl.C1COCC1>[CH3:20][C:21]1([CH3:22])[C:23]([CH3:25])([CH3:24])[O:7][C:6]([O:17][C:14]2[CH:15]=[CH:16][C:11]([N+:8]([O-:10])=[O:9])=[CH:12][CH:13]=2)=[N:5][S:2]1(=[O:4])=[O:3] |f:2.3|. Run at time 90 minute. Yield: 16.2%. The solvent is ClCCl (dichloromethane), C1CCOC1 (THF). Reported procedure: 7.40 g of chlorosulfonyl isocyanate and 7.27 g of 4-nitrophenol were dissolved in 75 ml of dichloromethane and stirred at room temperature for 90 minutes. The reaction solution was freed of the solvent under reduced pressure, and the residue was dissolved in 50 ml of THF and, under inert gas and at −78° C., admixed with 2.18 g of sodium hydride. After stirring for 5 minutes, 4.38 g of 2,3-dimethyl-2-butene were added and the reaction mixture was heated, gradually because of commencement of evolu... Starting materials: [H-].[Na+] (sodium hydride), CC(C)=C(C)C (2,3-dimethyl-2-butene), ClS(=O)(=O)N=C=O (chlorosulfonyl isocyanate), [N+](=O)([O-])C1=CC=C(C=C1)O (4-nitrophenol). Starting materials: N([C@@H](CC(C)C)C(=O)N[C@@H](C)C(=O)NCC(=O)OCC)C(=O)OC(C)(C)C (Boc-Leu-Ala-Gly-OEt), [OH-].[Na+] (sodium hydroxide). The solvent is CO (methanol). Yields the product N([C@@H](CC(C)C)C(=O)N[C@@H](C)C(=O)NCC(=O)O)C(=O)OC(C)(C)C (Boc-Leu-Ala-Gly-OH). RXN SMILES: [NH:1]([C:21]([O:23][C:24]([CH3:27])([CH3:26])[CH3:25])=[O:22])[C@H:2]([C:7]([NH:9][C@H:10]([C:12]([NH:14][CH2:15][C:16]([O:18]CC)=[O:17])=[O:13])[CH3:11])=[O:8])[CH2:3][CH:4]([CH3:6])[CH3:5].[OH-].[Na+]>CO>[NH:1]([C:21]([O:23][C:24]([CH3:27])([CH3:26])[CH3:25])=[O:22])[C@H:2]([C:7]([NH:9][C@H:10]([C:12]([NH:14][CH2:15][C:16]([OH:18])=[O:17])=[O:13])[CH3:11])=[O:8])[CH2:3][CH:4]([CH3:6])[CH3:5] |f:1.2|. Procedure details: Boc-Leu-Ala-Gly-OEt (4.5 g, 0.012 mol) was dissolved in methanol (20 ml), and treated with sodium hydroxide in the manner similar to that of Example 1, paragraph 4). The reactants are CS(=O)(=O)Cl, ClCCl, CC1(C)CC(c2cccc(N)c2)Nc2ccc(C#N)cc21, c1ccncc1. Product: CC1(C)CC(c2cccc(NS(C)(=O)=O)c2)Nc2ccc(C#N)cc21. RXN SMILES: [CH3:1][S:2]([Cl:3])(=[O:4])=[O:5].[Cl:33][CH2:34][Cl:35].[NH2:6][c:7]1[cH:8][c:9]([CH:13]2[NH:14][c:15]3[cH:16][cH:17][c:18]([C:25]#[N:26])[cH:19][c:20]3[C:21]([CH3:23])([CH3:24])[CH2:22]2)[cH:10][cH:11][cH:12]1.[cH:27]1[cH:28][cH:29][n:30][cH:31][cH:32]1>>[CH3:1][S:2](=[O:4])(=[O:5])[NH:6][c:7]1[cH:8][c:9]([CH:13]2[NH:14][c:15]3[cH:16][cH:17][c:18]([C:25]#[N:26])[cH:19][c:20]3[C:21]([CH3:23])([CH3:24])[CH2:22]2)[cH:10][cH:11][cH:12]1. Procedure: To a stirred mixture of 4,7-Dichloroquinazoline (800 mg, 4 mmol) and piperidine-1,4-dicarboxylic acid 1-tert-butyl ester 4-methyl ester (1.2 g, 5.2 mmol), as prepared in Example 1b, in a sealed vial at rt was added drop-wise a 1 M solution of LiHMDS in THF (6 mL, 6 mmol). The mixture was stirred at rt overnight. It was then quenched with aqueous NaH2PO4 and the mixture was extracted with DCM. The DCM layer was drawn off, washed with water, brine, dried over anhydrous MgSO4, filtered and concentr... The yield is 135.5%. Reaction conditions: time 8 hour. Product: COC(=O)C1(CCN(CC1)C(=O)OC(C)(C)C)C1=NC=NC2=CC(=CC=C12)Cl (4-(7-chloro-quinazolin-4-yl)-piperidine-1,4-dicarboxylic acid 1-tert-butyl ester 4-methyl ester). Starting materials: ClC1=NC=NC2=CC(=CC=C12)Cl (4,7-Dichloroquinazoline), COC(=O)C1CCN(CC1)C(=O)OC(C)(C)C (piperidine-1,4-dicarboxylic acid 1-tert-butyl ester 4-methyl ester), solution, [Li+].C[Si](C)(C)[N-][Si](C)(C)C (LiHMDS), C1CCOC1 (THF). Reaction SMILES: Cl[C:2]1[C:11]2[C:6](=[CH:7][C:8]([Cl:12])=[CH:9][CH:10]=2)[N:5]=[CH:4][N:3]=1.[CH3:13][O:14][C:15]([CH:17]1[CH2:22][CH2:21][N:20]([C:23]([O:25][C:26]([CH3:29])([CH3:28])[CH3:27])=[O:24])[CH2:19][CH2:18]1)=[O:16].[Li+].C[Si]([N-][Si](C)(C)C)(C)C.C1COCC1>>[CH3:13][O:14][C:15]([C:17]1([C:2]2[C:11]3[C:6](=[CH:7][C:8]([Cl:12])=[CH:9][CH:10]=3)[N:5]=[CH:4][N:3]=2)[CH2:18][CH2:19][N:20]([C:23]([O:25][C:26]([CH3:29])([CH3:28])[CH3:27])=[O:24])[CH2:21][CH2:22]1)=[O:16] |f:2.3|.